From a dataset of the Open Reaction Database (ORD), a public repository of structured organic reaction records. describe an organic reaction: reactants, conditions, products, and yield Starting materials: C(CCC)OP(=O)(OCCCC)C1=C(SC=C1)I (3-(dibutoxyphosphoryl)-2-iodothiophene), C(CCC)[Sn](C=1SC=CC1P(=O)(OCCCC)OCCCC)(CCCC)CCCC (2-(tributylstannyl)-3-(dibutoxyphosphoryl)thiophene), Cl (hydrochloric acid). Run in CN(C)C=O (DMF), [Cu]Cl (copper(I) chloride). Conditions: temperature 80 celsius, time 10 hour. The product is C(CCC)OP(=O)(OCCCC)C1=C(SC=C1)C=1SC=CC1P(=O)(OCCCC)OCCCC (3,3′-bis(dibutoxyphosphoryl)-[2,2′]-bithiophene). Yield: 55.0%. Reaction SMILES: [CH2:1]([O:5][P:6]([C:13]1[CH:17]=[CH:16][S:15][C:14]=1I)([O:8][CH2:9][CH2:10][CH2:11][CH3:12])=[O:7])[CH2:2][CH2:3][CH3:4].C([Sn](CCCC)(CCCC)[C:24]1[S:25][CH:26]=[CH:27][C:28]=1[P:29]([O:36][CH2:37][CH2:38][CH2:39][CH3:40])([O:31][CH2:32][CH2:33][CH2:34][CH3:35])=[O:30])CCC.Cl>CN(C=O)C.[Cu]Cl>[CH2:1]([O:5][P:6]([C:13]1[CH:17]=[CH:16][S:15][C:14]=1[C:24]1[S:25][CH:26]=[CH:27][C:28]=1[P:29]([O:36][CH2:37][CH2:38][CH2:39][CH3:40])([O:31][CH2:32][CH2:33][CH2:34][CH3:35])=[O:30])([O:8][CH2:9][CH2:10][CH2:11][CH3:12])=[O:7])[CH2:2][CH2:3][CH3:4]. Reported procedure: At room temperature, 0.8045 g (2.00 mmols) of 3-(dibutoxyphosphoryl)-2-iodothiophene and 1.1308 g (2.00 mmols) of 2-(tributylstannyl)-3-(dibutoxyphosphoryl)thiophene were dissolved in DMF, to which 0.2376 g (2.40 mmols) of commercially available copper(I) chloride was added at room temperature. Thereafter, the reaction mixture was heated to 80° C. and stirred for 10 hours. After the reaction, the reaction mixture was cooled down to room temperature, to which a 10% hydrochloric acid aqueous solut...